From a dataset of the Open Reaction Database (ORD), a public repository of structured organic reaction records. describe an organic reaction: reactants, conditions, products, and yield Reactants: C(C1=CC=CC=C1)OC(C[C@@H](CN1C(C(CCC1=O)C)=O)NC(=O)OC(C)(C)C)=O ((S)-3-t-butoxycarbonylamino-4-(3-methyl-2,6-dioxo-piperidin-1-yl)-butyric acid benzyl ester), C(C1=CC=CC=C1)OC(C[C@@H](CN1C(C(CCC1=O)C)=O)NC(=O)OC(C)(C)C)=O ((S)-3-t-butoxycarbonylamino-4-(3-methyl-2,6-dioxo-piperidin-1-yl)-butyric acid benzyl ester), [H][H] (hydrogen). Reagents/catalysts: [Pd] (Pd/C). The solvent is CO (methanol). The product is C(C)(C)(C)OC(=O)N[C@@H](CC(=O)O)CN1C(C(CCC1=O)C)=O ((S)-3-t-butoxycarbonylamino-4-(3-methyl-2,6-dioxo-piperidin-1-yl)-butyric acid). Isolated yield 34.6%. RXN SMILES: C([O:8][C:9](=[O:30])[CH2:10][C@H:11]([NH:22][C:23]([O:25][C:26]([CH3:29])([CH3:28])[CH3:27])=[O:24])[CH2:12][N:13]1[C:18](=[O:19])[CH2:17][CH2:16][CH:15]([CH3:20])[C:14]1=[O:21])C1C=CC=CC=1.[H][H]>CO.[Pd]>[C:26]([O:25][C:23]([NH:22][C@H:11]([CH2:12][N:13]1[C:18](=[O:19])[CH2:17][CH2:16][CH:15]([CH3:20])[C:14]1=[O:21])[CH2:10][C:9]([OH:30])=[O:8])=[O:24])([CH3:29])([CH3:27])[CH3:28]. Procedure details: (S)-3-t-butoxycarbonylamino-4-(3-methyl-2,6-dioxo-piperidin-1-yl)-butyric acid benzyl ester (218 mg, 0.52 mmol) synthesized in Section (1) was dissolved in methanol and 10% Pd/C (22 mg, 0.1 eq) was added thereto, followed by stirring for 1 hour under 1 atm hydrogen gas. After the reaction was complete, Pd on charcoal was removed by celite filtration. The residue was purified by prep-TLC to afford 59 mg (yield: 35%) of the title compound. The reactants are CCN(C(C)C)C(C)C, O=[N+]([O-])c1ccc(Cl)nc1-c1ccc(Cl)cc1Cl, NCCNc1ccc([N+](=O)[O-])c(N)n1, CN(C)C=O. Yields the product Nc1nc(NCCNc2ccc([N+](=O)[O-])c(-c3ccc(Cl)cc3Cl)n2)ccc1[N+](=O)[O-]. As a reaction SMILES: [CH:33]([N:34]([CH2:35][CH3:36])[CH:37]([CH3:38])[CH3:39])([CH3:40])[CH3:41].[Cl:1][c:2]1[c:3](-[c:9]2[n:10][c:11]([Cl:18])[cH:12][cH:13][c:14]2[N+:15](=[O:16])[O-:17])[cH:4][cH:5][c:6]([Cl:8])[cH:7]1.[NH2:19][CH2:20][CH2:21][NH:22][c:23]1[n:24][c:25]([NH2:32])[c:26]([N+:29](=[O:30])[O-:31])[cH:27][cH:28]1.[O:42]=[CH:43][N:44]([CH3:45])[CH3:46]>>[Cl:1][c:2]1[c:3](-[c:9]2[n:10][c:11]([NH:19][CH2:20][CH2:21][NH:22][c:23]3[n:24][c:25]([NH2:32])[c:26]([N+:29](=[O:30])[O-:31])[cH:27][cH:28]3)[cH:12][cH:13][c:14]2[N+:15](=[O:16])[O-:17])[cH:4][cH:5][c:6]([Cl:8])[cH:7]1. The reactants are OCCC1=CC(=C(C=C1)O)N=NC1=C(C=C(C=C1)Cl)[N+](=O)[O-] (4-(2-hydroxyethyl)-2-[(4-chloro-2-nitrophenyl)azo]phenol). Reagents/catalysts: [Zn] (zinc). The solvent is aqueous solution, [OH-].[Na+] (sodium hydroxide), [OH-].[Na+] (sodium hydroxide). Yields the product ClC1=CC=2C(=NN(N2)C2=C(C=CC(=C2)CCO)O)C=C1 (2-(5-chloro-2H-benzotriazole-2-yl)-4-(2-hydroxyethyl)phenol). The yield is 77.1%. Reaction SMILES: [OH:1][CH2:2][CH2:3][C:4]1[CH:9]=[CH:8][C:7]([OH:10])=[C:6]([N:11]=[N:12][C:13]2[CH:18]=[CH:17][C:16]([Cl:19])=[CH:15][C:14]=2[N+:20]([O-])=O)[CH:5]=1>[OH-].[Na+].[Zn]>[Cl:19][C:16]1[CH:17]=[CH:18][C:13]2=[N:12][N:11]([C:6]3[CH:5]=[C:4]([CH2:3][CH2:2][OH:1])[CH:9]=[CH:8][C:7]=3[OH:10])[N:20]=[C:14]2[CH:15]=1 |f:1.2|. Procedure: 5.91 g (18 mmols) of crude 4-(2-hydroxyethyl)-2-[(4-chloro-2-nitrophenyl)azo]phenol synthesized in Example 4 was dissolved in 18 ml of aqueous solution of 2N sodium hydroxide. Subsequently, 9 ml of previously prepared aqueous solution of 25% sodium hydroxide and 5.4 g (83 mmols) of zinc powder were simultaneously added over a period of about 3 hours. The subsequent treatment was carried out in the same manner as in Example 6, giving 4.02 g of 2-(5-chloro-2H-benzotriazole-2-yl)-4-(2-hydroxyethyl)... Procedure details: An amount of 50 mg (0.108 mmol) of N-tert-butyl-4-{[3-(4-chlorophenyl)-5-oxo-4,5-dihydro-1H-1,2,4-triazol-1-yl]sulphonyl}-3-methoxybenzenecarboxamide from Example 14 and 53 mg (0.161 mmol) of caesium carbonate was suspended in 1 ml of dimethylformamide and admixed with 32 mg (0.140 mmol) of methyl 3-bromomethylbenzoate. The mixture was stirred at 60° C. overnight. The suspension was diluted with water. It was extracted twice with ethyl acetate. The combined organic phases were dried over sodium ... The solvent is CN(C=O)C (dimethylformamide), O (water). The product is C(C)(C)(C)NC(=O)C1=CC(=C(C=C1)S(=O)(=O)N1N=C(N(C1=O)CC=1C=C(C=CC1)C(=O)OC)C1=CC=C(C=C1)Cl)OC (Methyl 3-{[1-{[4-(tert-butylcarbamoyl)-2-methoxyphenyl]sulphonyl}-3-(4-chlorophenyl)-5-oxo-1,5-dihydro-4H-1,2,4-triazol-4-yl]methyl}benzenecarboxylate). Starting materials: C(C)(C)(C)NC(=O)C1=CC(=C(C=C1)S(=O)(=O)N1N=C(NC1=O)C1=CC=C(C=C1)Cl)OC (N-tert-Butyl-4-{[3-(4-chlorophenyl)-5-oxo-4,5-dihydro-1H-1,2,4-triazol-1-yl]sulphonyl}-3-methoxybenzenecarboxamide), C([O-])([O-])=O.[Cs+].[Cs+] (caesium carbonate), BrCC=1C=C(C(=O)OC)C=CC1 (methyl 3-bromomethylbenzoate). Reaction conditions: temperature 60 celsius, time 8 hour. Reaction SMILES: [C:1]([NH:5][C:6]([C:8]1[CH:13]=[CH:12][C:11]([S:14]([N:17]2[C:21](=[O:22])[NH:20][C:19]([C:23]3[CH:28]=[CH:27][C:26]([Cl:29])=[CH:25][CH:24]=3)=[N:18]2)(=[O:16])=[O:15])=[C:10]([O:30][CH3:31])[CH:9]=1)=[O:7])([CH3:4])([CH3:3])[CH3:2].C(=O)([O-])[O-].[Cs+].[Cs+].Br[CH2:39][C:40]1[CH:41]=[C:42]([CH:47]=[CH:48][CH:49]=1)[C:43]([O:45][CH3:46])=[O:44]>CN(C)C=O.O>[C:1]([NH:5][C:6]([C:8]1[CH:13]=[CH:12][C:11]([S:14]([N:17]2[C:21](=[O:22])[N:20]([CH2:39][C:40]3[CH:41]=[C:42]([C:43]([O:45][CH3:46])=[O:44])[CH:47]=[CH:48][CH:49]=3)[C:19]([C:23]3[CH:24]=[CH:25][C:26]([Cl:29])=[CH:27][CH:28]=3)=[N:18]2)(=[O:16])=[O:15])=[C:10]([O:30][CH3:31])[CH:9]=1)=[O:7])([CH3:4])([CH3:3])[CH3:2] |f:1.2.3|. Product: CC1=CC=C(C=C1)C1=CC=CC=C1 (4-methyl-biphenyl). The solvent is solvent. The reagents and catalysts are C(C)(=O)[O-].[Pd+2].C(C)(=O)[O-] (palladium acetate). The reactants are C1(=CC=C(C=C1)S(=O)[O-])C.[Na+] (sodium p-toluenesulfinate), [O-2].[Ca+2] (calcium oxide), BrC1=CC=CC=C1 (bromobenzene), C1(=CC=CC=C1)P(CCP(C1=CC=CC=C1)C1=CC=CC=C1)C1=CC=CC=C1 (1,2-bis(diphenylphosphino)-ethane). Procedure: 3.56 g (20 mmol) of sodium p-toluenesulfinate, 3.14 g (20 mmol) of bromobenzene, 0.0225 g (0.1 mmol) of palladium acetate, 0.0478 g (0.12 mmol) of 1,2-bis(diphenylphosphino)-ethane, 11.2 g (200 mmol) of calcium oxide and 60 ml of each solvent indicated in Table 1 were placed in a 100 ml round bottom flask and reacted at 150° C. in a nitrogen gas stream for 6 hours, respectively. After the completion of the reaction, the amount of 4-methyl-biphenyl formed was analyzed by means of high performance... Reaction SMILES: [C:1]1([CH3:10])[CH:6]=[CH:5][C:4](S([O-])=O)=[CH:3][CH:2]=1.[Na+].Br[C:13]1[CH:18]=[CH:17][CH:16]=[CH:15][CH:14]=1.C1(P(C2C=CC=CC=2)CCP(C2C=CC=CC=2)C2C=CC=CC=2)C=CC=CC=1.[O-2].[Ca+2]>C([O-])(=O)C.[Pd+2].C([O-])(=O)C>[CH3:10][C:1]1[CH:6]=[CH:5][C:4]([C:13]2[CH:18]=[CH:17][CH:16]=[CH:15][CH:14]=2)=[CH:3][CH:2]=1 |f:0.1,4.5,6.7.8|. Starting materials: C(C)(C)(C)C1=CC=C(C=C1)S(=O)(=O)NC1=NC=NC(=C1OC1=C(C=CC=C1)OC)OCCN (4-tert.-butyl-N-[6-(2-aminoethoxy)-5-(o-methoxy-phenoxy)-4-pyrimidinyl]-benzene sulfonamide), CS(=O)(=O)Cl (methanesulfonylchloride). The product is C(C)(C)(C)C1=CC=C(C=C1)S(=O)(=O)NC1=NC=NC(=C1OC1=C(C=CC=C1)OC)OCCNS(=O)(=O)C (4-tert.-butyl-N-{6-[2-(methanesulfonyl-amino)-ethoxy]-5-(o-methoxy-phenoxy)-pyrimidin-4-yl}-benzenesulfonamide). Yield: 20.6%. Reaction SMILES: [C:1]([C:5]1[CH:10]=[CH:9][C:8]([S:11]([NH:14][C:15]2[C:20]([O:21][C:22]3[CH:27]=[CH:26][CH:25]=[CH:24][C:23]=3[O:28][CH3:29])=[C:19]([O:30][CH2:31][CH2:32][NH2:33])[N:18]=[CH:17][N:16]=2)(=[O:13])=[O:12])=[CH:7][CH:6]=1)([CH3:4])([CH3:3])[CH3:2].[CH3:34][S:35](Cl)(=[O:37])=[O:36]>>[C:1]([C:5]1[CH:10]=[CH:9][C:8]([S:11]([NH:14][C:15]2[C:20]([O:21][C:22]3[CH:27]=[CH:26][CH:25]=[CH:24][C:23]=3[O:28][CH3:29])=[C:19]([O:30][CH2:31][CH2:32][NH:33][S:35]([CH3:34])(=[O:37])=[O:36])[N:18]=[CH:17][N:16]=2)(=[O:12])=[O:13])=[CH:7][CH:6]=1)([CH3:4])([CH3:2])[CH3:3]. Reported procedure: According to Example 4a) 100 mg 4-tert.-butyl-N-[6-(2-aminoethoxy)-5-(o-methoxy-phenoxy)-4-pyrimidinyl]-benzene sulfonamide was reacted with 74 mg methanesulfonylchloride to give 24 mg 4-tert.-butyl-N-{6-[2-(methanesulfonyl-amino)-ethoxy]-5-(o-methoxy-phenoxy)-pyrimidin-4-yl}-benzenesulfonamide. LC-MS: tR=5.11 min, [M−1]−=549.45. Starting materials: COC=1C=C(C=CC1OC)C1SCCCS1 (2-(3,4-dimethoxyphenyl)-m-dithiane), ClCCCN(CC1(CCCCC1)C1=CC(=C(C=C1)OC)OC)C (N-(3-chloropropyl)-1-(3,4-dimethoxyphenyl)-N-methylcyclohexanemethanamine), ice water, Cl (hydrogen chloride), solution, C(CCC)[Li] (butyllithium). Run in O1CCCC1 (tetrahydrofuran), O1CCOCC1 (dioxan), O1CCOCC1 (dioxan), CCCCCC (hexane), O1CCCC1 (tetrahydrofuran). Reaction conditions: time 2 hour. Product: Cl.COC=1C=C(C=CC1OC)C1(CCCCC1)CN(CCCC1(SCCCS1)C1=CC(=C(C=C1)OC)OC)C (N-[[1-(3,4-dimethoxyphenyl)cyclohexyl]methyl]-2-(3,4-dimethoxyphenyl)-N-methyl-m-dithiane-2-propanamine hydrochloride). RXN SMILES: [CH3:1][O:2][C:3]1[CH:4]=[C:5]([CH:11]2[S:16][CH2:15][CH2:14][CH2:13][S:12]2)[CH:6]=[CH:7][C:8]=1[O:9][CH3:10].C([Li])CCC.[Cl:22][CH2:23][CH2:24][CH2:25][N:26]([CH3:44])[CH2:27][C:28]1([C:34]2[CH:39]=[CH:38][C:37]([O:40][CH3:41])=[C:36]([O:42][CH3:43])[CH:35]=2)[CH2:33][CH2:32][CH2:31][CH2:30][CH2:29]1.Cl>CCCCCC.O1CCOCC1.O1CCCC1>[ClH:22].[CH3:43][O:42][C:36]1[CH:35]=[C:34]([C:28]2([CH2:27][N:26]([CH3:44])[CH2:25][CH2:24][CH2:23][C:11]3([C:5]4[CH:6]=[CH:7][C:8]([O:9][CH3:10])=[C:3]([O:2][CH3:1])[CH:4]=4)[S:12][CH2:13][CH2:14][CH2:15][S:16]3)[CH2:29][CH2:30][CH2:31][CH2:32][CH2:33]2)[CH:39]=[CH:38][C:37]=1[O:40][CH3:41] |f:7.8|. Reported procedure: A solution of 2.56 g (0.01 mol) of 2-(3,4-dimethoxyphenyl)-m-dithiane in 20 ml of abs. tetrahydrofuran was cooled to -60° in a sulphonation flask while gassing with dry argon and treated dropwise within 15 minutes with 4.68 ml (0.0075 mol) of a solution of butyllithium in hexane, whereby the temperature was held at -60°. Thereafter, the solution was stirred at -20° for 2 hours, then again cooled to -60° and treated dropwise with a solution of 1.70 g (0.005 mol) of N-(3-chloropropyl)-1-(3,4-dimet... Starting materials: C(C)OP(=O)(CCCCC1=CC=CC=C1)Cl (Ethoxy(4-phenylbutyl)phosphinyl chloride), N[C@@H]1C(N(CCCC1)CC(=O)OCC1=CC=CC=C1)=O ((S)-3-amino-2-oxohexahydro-1H-azepine-1-acetic acid, phenylmethyl ester). Yields the product C(C)OP(=O)(CCCCC1=CC=CC=C1)N[C@@H]1C(N(CCCC1)CC(=O)OCC1=CC=CC=C1)=O ((S)-hexahydro-3-[[ethoxy(4-phenylbutyl)phosphinyl]amino]-2-oxo-1H-azepine-1-acetic acid, phenylmethyl ester). RXN SMILES: [CH2:1]([O:3][P:4](Cl)([CH2:6][CH2:7][CH2:8][CH2:9][C:10]1[CH:15]=[CH:14][CH:13]=[CH:12][CH:11]=1)=[O:5])[CH3:2].[NH2:17][C@H:18]1[CH2:24][CH2:23][CH2:22][CH2:21][N:20]([CH2:25][C:26]([O:28][CH2:29][C:30]2[CH:35]=[CH:34][CH:33]=[CH:32][CH:31]=2)=[O:27])[C:19]1=[O:36]>>[CH2:1]([O:3][P:4]([NH:17][C@H:18]1[CH2:24][CH2:23][CH2:22][CH2:21][N:20]([CH2:25][C:26]([O:28][CH2:29][C:30]2[CH:31]=[CH:32][CH:33]=[CH:34][CH:35]=2)=[O:27])[C:19]1=[O:36])([CH2:6][CH2:7][CH2:8][CH2:9][C:10]1[CH:15]=[CH:14][CH:13]=[CH:12][CH:11]=1)=[O:5])[CH3:2]. Procedure: Ethoxy(4-phenylbutyl)phosphinyl chloride is reacted with (S)-3-amino-2-oxohexahydro-1H-azepine-1-acetic acid, phenylmethyl ester according to the procedure of Example 2(e) to give (S)-hexahydro-3-[[ethoxy(4-phenylbutyl)phosphinyl]amino]-2-oxo-1H-azepine-1-acetic acid, phenylmethyl ester.